The task is: describe an organic reaction: reactants, conditions, products, and yield. This data is from the Open Reaction Database (ORD), a public repository of structured organic reaction records. Yields the product NC1=CC(=CC2=CC=C(C=C12)OC(C)(C)C)Br (1-Amino-3-bromo-7-tert-butoxynaphthalene). Reagents/catalysts: [Fe] (iron). RXN SMILES: [Br:1][C:2]1[CH:3]=[C:4]([N+:17]([O-])=O)[C:5]2[C:10]([CH:11]=1)=[CH:9][CH:8]=[C:7]([O:12][C:13]([CH3:16])([CH3:15])[CH3:14])[CH:6]=2.[NH4+].[Cl-]>CCO.O.[Fe]>[NH2:17][C:4]1[C:5]2[C:10](=[CH:9][CH:8]=[C:7]([O:12][C:13]([CH3:15])([CH3:14])[CH3:16])[CH:6]=2)[CH:11]=[C:2]([Br:1])[CH:3]=1 |f:1.2|. Procedure details: A mixture of 3-bromo-7-tert-butoxy-1-nitronaphthalene, as described above in Step G, (1.08 g, 3.33 mmol), NH4Cl (89 mg, 1.67 mmol), and iron powder (930 mg, 16.7 mmol) in EtOH (70 mL) and H2O (30 mL) was heated to reflux for 7 hours, then cooled and filtered through a pad of celite, washing with EtOH. The filtrate was concentrated under reduced pressure and the residue was partitioned between dilute aqueous NaHCO3 (50 mL) and CH2Cl2 (150 mL). The aqueous layer was extracted further with CH2Cl2 (... Solvent: O (H2O), CCO (EtOH). The reactants are BrC=1C=C(C2=CC(=CC=C2C1)OC(C)(C)C)[N+](=O)[O-] (3-bromo-7-tert-butoxy-1-nitronaphthalene), [NH4+].[Cl-] (NH4Cl). Starting materials: CCOC(=O)C=Cc1ccc(C(=C(c2ccccc2)C2CCC2)c2ccc3[nH]ncc3c2)cc1, CI, [K+], [K+], O=C([O-])[O-], CN(C)C=O, O. Product: CCOC(=O)C=Cc1ccc(C(=C(c2ccccc2)C2CCC2)c2ccc3c(cnn3C)c2)cc1. RXN SMILES: [CH:3]1([C:7](=[C:8]([c:9]2[cH:10][c:11]3[cH:12][n:13][nH:14][c:15]3[cH:16][cH:17]2)[c:18]2[cH:19][cH:20][c:21]([CH:24]=[CH:25][C:26](=[O:27])[O:28][CH2:29][CH3:30])[cH:22][cH:23]2)[c:31]2[cH:32][cH:33][cH:34][cH:35][cH:36]2)[CH2:4][CH2:5][CH2:6]1.[I:1][CH3:2].[K+:37].[K+:38].[O-:39][C:40]([O-:41])=[O:42].[O:43]=[CH:44][N:45]([CH3:46])[CH3:47].[OH2:48]>>[CH:3]1([C:7](=[C:8]([c:9]2[cH:10][c:11]3[cH:12][n:13][n:14]([CH3:40])[c:15]3[cH:16][cH:17]2)[c:18]2[cH:19][cH:20][c:21]([CH:24]=[CH:25][C:26](=[O:27])[O:28][CH2:29][CH3:30])[cH:22][cH:23]2)[c:31]2[cH:32][cH:33][cH:34][cH:35][cH:36]2)[CH2:4][CH2:5][CH2:6]1.